Dataset: the Open Reaction Database (ORD), a public repository of structured organic reaction records. Task: describe an organic reaction: reactants, conditions, products, and yield The reactants are CC(=O)O, CCOC(=O)NC(=O)c1nn(-c2cc(Cl)c(C(C)(C)c3noc(-c4ccccc4C)n3)c(Cl)c2)c(=O)[nH]c1=O, Cl. The product is Cc1ccccc1-c1nc(C(C)(C)c2c(Cl)cc(-n3nc(C(=O)O)c(=O)[nH]c3=O)cc2Cl)no1. Reaction SMILES: [CH3:40][C:41]([OH:42])=[O:43].[Cl:1][c:2]1[cH:3][c:4](-[n:24]2[n:25][c:26]([C:32](=[O:33])[NH:34][C:35](=[O:36])[O:37][CH2:38][CH3:39])[c:27](=[O:31])[nH:28][c:29]2=[O:30])[cH:5][c:6]([Cl:23])[c:7]1[C:8]([CH3:9])([CH3:10])[c:11]1[n:12][o:13][c:14](-[c:16]2[c:17]([CH3:22])[cH:18][cH:19][cH:20][cH:21]2)[n:15]1.[ClH:44]>>[Cl:1][c:2]1[cH:3][c:4](-[n:24]2[n:25][c:26]([C:32]([OH:33])=[O:42])[c:27](=[O:31])[nH:28][c:29]2=[O:30])[cH:5][c:6]([Cl:23])[c:7]1[C:8]([CH3:9])([CH3:10])[c:11]1[n:12][o:13][c:14](-[c:16]2[c:17]([CH3:22])[cH:18][cH:19][cH:20][cH:21]2)[n:15]1. Reactants: C1(=CCCCCCC1)O[Si](C)(C)C ((Cyclooct-1-enyloxy)-trimethylsilane), [B-](F)(F)(F)F.[B-](F)(F)(F)F.C1C[N+]2(CC[N+]1(CC2)CCl)F (Selectfluor), FF (Fluorine), FF (Fluorine). Run in CN(C)C=O (DMF), CN(C)C=O (DMF). Conditions: time 12 hour. Product: FC1C(CCCCCC1)=O (2-Fluorocyclooctanone). RXN SMILES: [C:1]1([O:9][Si](C)(C)C)[CH2:8][CH2:7][CH2:6][CH2:5][CH2:4][CH2:3][CH:2]=1.[B-](F)(F)(F)[F:15].[B-](F)(F)(F)F.C1[N+]2(CCl)CC[N+](F)(CC2)C1.FF>CN(C=O)C>[F:15][CH:2]1[CH2:3][CH2:4][CH2:5][CH2:6][CH2:7][CH2:8][C:1]1=[O:9] |f:1.2.3|. Reported procedure: To a solution of silyl enol ether 6 (57.8 g, 291 mmol) in DMF (350 mL) was added a solution of Selectfluor (124 g, 349 mmol) in DMF (150 mL) over 1 h at rt. The solution was allowed to stir for 12 h. The reaction was quenched with 30 mL of H2O, and the DMF was removed on a rotary evaporator. The residue was diluted with hexanes (500 mL), washed with H2O (3×200 mL) and brine (1×50 mL), and dried over MgSO4. Following column chromatography (30:1 to 15:1 pentane/ether), a white solid was isolated (... The reactants are C(\C=C\CCCCCCC)(=O)O ((E)-2-decenoic acid), CN(CCN1CCNCC1)C (1-[2-(dimethylamino)ethyl]piperazine). Yields the product C(\C=C\CCCCCCC)(=O)N1CCN(CC1)CCN(C)C (1-((E)-2-Decenoyl)-4-[2-(dimethylamino)ethyl]piperazine). Reaction SMILES: [C:1]([OH:12])(=O)/[CH:2]=[CH:3]/[CH2:4][CH2:5][CH2:6][CH2:7][CH2:8][CH2:9][CH3:10].[CH3:13][N:14]([CH3:23])[CH2:15][CH2:16][N:17]1[CH2:22][CH2:21][NH:20][CH2:19][CH2:18]1>>[C:1]([N:20]1[CH2:21][CH2:22][N:17]([CH2:16][CH2:15][N:14]([CH3:23])[CH3:13])[CH2:18][CH2:19]1)(=[O:12])/[CH:2]=[CH:3]/[CH2:4][CH2:5][CH2:6][CH2:7][CH2:8][CH2:9][CH3:10]. Procedure details: The same procedures as in Example 1 were carried out using (E)-2-decenoic acid and 1-[2-(dimethylamino)ethyl]piperazine as starting raw materials, to produce an intended compound.